This data is from the Open Reaction Database (ORD), a public repository of structured organic reaction records. The task is: describe an organic reaction: reactants, conditions, products, and yield Starting materials: CC(CC(=O)O)CC(CCCCCCCCCCC(=O)O)=O (3-methyl-5-keto-hexadecanedioic acid), [OH-].[K+] (potassium hydroxide), O.NN (hydrazine hydrate). RXN SMILES: [CH3:1][CH:2]([CH2:7][C:8](=O)[CH2:9][CH2:10][CH2:11][CH2:12][CH2:13][CH2:14][CH2:15][CH2:16][CH2:17][CH2:18][C:19]([OH:21])=[O:20])[CH2:3][C:4]([OH:6])=[O:5].[OH-].[K+].O.NN>C(O)COCCO>[CH3:1][CH:2]([CH2:7][CH2:8][CH2:9][CH2:10][CH2:11][CH2:12][CH2:13][CH2:14][CH2:15][CH2:16][CH2:17][CH2:18][C:19]([OH:21])=[O:20])[CH2:3][C:4]([OH:6])=[O:5] |f:1.2,3.4|. Procedure: 35 g (0.11 mol) of 3-methyl-5-keto-hexadecanedioic acid (obtained as described under (a) above), 30.8 g (0.55 mol) of potassium hydroxide, 150 ml of diethylene glycol and 20.6 g (0.33 mol) of 80% strength hydrazine hydrate are heated to the reflux temperature for 2 hours. Water and excess hydrazine are then distilled off and the residue is heated for one hour at 220° C. When it has cooled to 15° C., the reaction mixture is acidified with hydrochloric acid and extracted with ethyl acetate. The re... Product: CC(CC(=O)O)CCCCCCCCCCCCC(=O)O (3-methyl-hexadecanedioic acid). The yield is 91.7%. Run at temperature 220 celsius. Run in C(COCCO)O (diethylene glycol).